Task: describe an organic reaction: reactants, conditions, products, and yield. Dataset: the Open Reaction Database (ORD), a public repository of structured organic reaction records Starting materials: C(#N)C1(CN(CC1)C(=O)OCC)N1CCC(CC1)O (ethyl 3-cyano-3-(4-hydroxy-1-piperidyl)pyrrolidine-1-carboxylate), solution, C[Mg]Br (methyl magnesium bromide), C1(=CC=CC=C1)C.C1CCOC1 (toluene THF). The solvent is O1CCCC1 (tetrahydrofuran). Conditions: time 12 hour. Product: OC1CCN(CC1)C1(CN(CC1)C(=O)OCC)C (ethyl 3-(4-hydroxy-1-piperidyl)-3-methyl-pyrrolidine-1-carboxylate). The yield is 86.6%. As a reaction SMILES: [C:1]([C:3]1([N:13]2[CH2:18][CH2:17][CH:16]([OH:19])[CH2:15][CH2:14]2)[CH2:7][CH2:6][N:5]([C:8]([O:10][CH2:11][CH3:12])=[O:9])[CH2:4]1)#N.C[Mg]Br.C1(C)C=CC=CC=1.C1COCC1>O1CCCC1>[OH:19][CH:16]1[CH2:17][CH2:18][N:13]([C:3]2([CH3:1])[CH2:7][CH2:6][N:5]([C:8]([O:10][CH2:11][CH3:12])=[O:9])[CH2:4]2)[CH2:14][CH2:15]1 |f:2.3|. Reported procedure: To a stirred solution of ethyl 3-cyano-3-(4-hydroxy-1-piperidyl)pyrrolidine-1-carboxylate (1.0 gm, 3.74 mmol) in tetrahydrofuran (25 mL) was added a 1.4 M solution of methyl magnesium bromide in toluene/THF (5.35 mL, 7.48 mmol) at 0° C., and the mixture was allowed to warm to room temperature. The mixture was stirred for another 12 h at room temperature, the reaction was quenched with saturated ammonium chloride solution (5 mL) at 0° C. and diluted with ethyl acetate (25 mL). The layers were sep... As a reaction SMILES: [C:1]([N:8]1[CH2:13][CH2:12][CH2:11][CH2:10][CH:9]1[CH2:14][NH2:15])([O:3][C:4]([CH3:7])([CH3:6])[CH3:5])=[O:2].[CH:16]([C:18]1[CH:27]=[CH:26][C:21]([C:22]([O:24][CH3:25])=[O:23])=[CH:20][CH:19]=1)=O.C(O)(=O)C.C(O[BH-](OC(=O)C)OC(=O)C)(=O)C.[Na+]>ClC(Cl)C.O>[CH3:25][O:24][C:22]([C:21]1[CH:26]=[CH:27][C:18]([CH2:16][NH:15][CH2:14][CH:9]2[CH2:10][CH2:11][CH2:12][CH2:13][N:8]2[C:1]([O:3][C:4]([CH3:7])([CH3:6])[CH3:5])=[O:2])=[CH:19][CH:20]=1)=[O:23] |f:3.4|. The yield is 96.6%. Run at time 17 hour. Reported procedure: A solution of 1-Boc-2-aminomethylpiperidine (429 mg, 2 mmol) and methyl 4-formylbenzoate (329 mg, 2 mmol) in dichloroethane (10 mL) was stirred as acetic acid (180 mg, 3 mmol) and sodium triacetoxyborohydride (487 mg, 2.3 mmol) were added sequentially. The reaction was stirred at ambient temperature for 17 hours. The reaction was poured into water and extracted with methylene chloride (2×). The organic phase was dried over sodium sulfate, filtered, and concentrated. Purification on silica gel us... Reactants: C(=O)(OC(C)(C)C)N1C(CCCC1)CN (1-Boc-2-aminomethylpiperidine), C(=O)C1=CC=C(C(=O)OC)C=C1 (methyl 4-formylbenzoate), C(C)(=O)O (acetic acid), C(C)(=O)O[BH-](OC(C)=O)OC(C)=O.[Na+] (sodium triacetoxyborohydride). Product: COC(=O)C1=CC=C(C=C1)CNCC1N(CCCC1)C(=O)OC(C)(C)C (1,1-dimethylethyl 2-((4-(methoxycarbonyl)phenylmethylamino)methyl)-1-piperidinecarboxylate). Run in ClC(C)Cl (dichloroethane), O (water).